This data is from the Open Reaction Database (ORD), a public repository of structured organic reaction records. The task is: describe an organic reaction: reactants, conditions, products, and yield Starting materials: N(=[N+]=[N-])C=1C[C@H]2N(C1C(=O)OCC1=CC=C(C=C1)[N+](=O)[O-])C([C@@H]2[C@@H](C)O)=O (p-nitrobenzyl (5R,6S)-2-azido-6-[(R)-1-hydroxyethyl]carbapen-2-em-3-carboxylate), O1CCCC1 (tetrahydrofuran), C(C)O (ethanol), C([O-])(O)=O.[Na+] (sodium bicarbonate). Reagents/catalysts: [Pd] (palladium on carbon). Run in O (water). Conditions: time 2 hour. Yields the product NC=1C[C@H]2N(C1C(=O)[O-])C([C@@H]2[C@@H](C)O)=O.[Na+] (sodium (5R,6S)-2-amino-6-[(R)-1-hydroxyethyl]carbapen-2-em-3-carboxylate). Reaction SMILES: [N:1]([C:4]1[CH2:5][C@@H:6]2[C@@H:23]([C@H:24]([OH:26])[CH3:25])[C:22](=[O:27])[N:7]2[C:8]=1[C:9]([O:11]CC1C=CC([N+]([O-])=O)=CC=1)=[O:10])=[N+]=[N-].O1CCCC1.C(O)C.C(=O)(O)[O-].[Na+:40]>[Pd].O>[NH2:1][C:4]1[CH2:5][C@@H:6]2[C@@H:23]([C@H:24]([OH:26])[CH3:25])[C:22](=[O:27])[N:7]2[C:8]=1[C:9]([O-:11])=[O:10].[Na+:40] |f:3.4,7.8|. Reported procedure: A mixture of p-nitrobenzyl (5R,6S)-2-azido-6-[(R)-1-hydroxyethyl]carbapen-2-em-3-carboxylate (75 mg, 0.2 mmol), tetrahydrofuran (14 ml), ethanol (14 ml), deionized water (11 ml) containing sodium bicarbonate (16.8 mg, 0.2 mmol), and 10% palladium on carbon (75 mg) is shaken under hydrogen (45 psi) at ambient temperature for 2 hours. The mixture is filtered through a celite pad to remove the catalyst which is washed with water. The combined filtrate and wash is extracted with three portions of di... Reactants: CO, CC(=O)c1ccc(F)c([N+](=O)[O-])c1. Product: CC(=O)c1ccc(F)c(N)c1. RXN SMILES: [CH3:14][OH:15].[F:1][c:2]1[c:3]([N+:11]([O-:12])=[O:13])[cH:4][c:5]([C:8]([CH3:9])=[O:10])[cH:6][cH:7]1>>[F:1][c:2]1[c:3]([NH2:11])[cH:4][c:5]([C:8]([CH3:9])=[O:10])[cH:6][cH:7]1.